From a dataset of the Open Reaction Database (ORD), a public repository of structured organic reaction records. describe an organic reaction: reactants, conditions, products, and yield The reactants are CC(=O)OC1CSC(Oc2ccccc2Br)C(OC(C)=O)C1OC(C)=O, Cc1noc(C)c1B(O)O. The product is CC(=O)OC1CSC(Oc2ccccc2-c2c(C)noc2C)C(OC(C)=O)C1OC(C)=O. Reaction SMILES: [C:1]([CH3:2])(=[O:3])[O:4][CH:5]1[CH:6]([O:7][c:8]2[c:9]([Br:14])[cH:10][cH:11][cH:12][cH:13]2)[S:15][CH2:16][CH:17]([O:23][C:24]([CH3:25])=[O:26])[CH:18]1[O:19][C:20]([CH3:21])=[O:22].[CH3:27][c:28]1[n:29][o:30][c:31]([CH3:36])[c:32]1[B:33]([OH:34])[OH:35]>>[C:1]([CH3:2])(=[O:3])[O:4][CH:5]1[CH:6]([O:7][c:8]2[c:9](-[c:32]3[c:28]([CH3:27])[n:29][o:30][c:31]3[CH3:36])[cH:10][cH:11][cH:12][cH:13]2)[S:15][CH2:16][CH:17]([O:23][C:24]([CH3:25])=[O:26])[CH:18]1[O:19][C:20]([CH3:21])=[O:22]. Reactants: peracid, S([O-])(O)=O.[Na+] (sodium bisulfite), ClC1=CC2=C(C=3C(CN=C2C2=C(C=CC=C2)Cl)=CN(C3C)C)C=C1 (8-chloro-6-(2-chlorophenyl)-1,2-dimethyl-2H,4H-pyrrolo[3,4-d][2]benzazepine), OO (hydrogen peroxide), solution, S(O)(O)(=O)=O (sulfuric acid). Solvent: C(C)(=O)O (acetic acid). Conditions: time 1 hour. Yields the product ClC1=CC2=C(C3=C(CN=C2C2=C(C=CC=C2)Cl)C(N(C3C)C)=O)C=C1 (8-chloro-6-(2-chlorophenyl)-1,4-dihydro-1,2-dimethylpyrrolo[3,4-d][2]benzazepin-3(2H)-one). As a reaction SMILES: OO.S(=O)(=O)(O)O.[Cl:8][C:9]1[CH:31]=[CH:30][C:12]2[C:13]3[C:14](=[CH:25][N:26]([CH3:29])[C:27]=3[CH3:28])[CH2:15][N:16]=[C:17]([C:18]3[CH:23]=[CH:22][CH:21]=[CH:20][C:19]=3[Cl:24])[C:11]=2[CH:10]=1.S(=O)(O)[O-:33].[Na+]>C(O)(=O)C>[Cl:8][C:9]1[CH:31]=[CH:30][C:12]2[C:13]3[CH:27]([CH3:28])[N:26]([CH3:29])[C:25](=[O:33])[C:14]=3[CH2:15][N:16]=[C:17]([C:18]3[CH:23]=[CH:22][CH:21]=[CH:20][C:19]=3[Cl:24])[C:11]=2[CH:10]=1 |f:3.4|. Procedure: In one portion, 0.7 ml (5.9 mmol) of a 30% hydrogen peroxide solution was added to 33 ml of a 1% solution of concentrated sulfuric acid in acetic acid. After stirring for 1 hour, 1.8 g (5.0 mmol) of 8-chloro-6-(2-chlorophenyl)-1,2-dimethyl-2H,4H-pyrrolo[3,4-d][2]benzazepine were added, and the resulting solution was stirred for 20 minutes. The excess peracid was discharged by the addition of saturated aqueous sodium bisulfite solution, and the mixture was concentrated at reduced pressure. The re... The reactants are C([O-])([O-])=O.[Na+].[Na+] (sodium carbonate), N12C[C@@H](C(CC1)CC2)NC(=O)C=2OC(=CC2)Br ((R)-N-(1-azabicyclo[2.2.2]oct-3-yl)(5-bromofuran-2-carboxamide)), FC(C=1C=C(C=CC1)B(O)O)(F)F (3-trifluoromethylphenylboronic acid). The reagents and catalysts are C=1C=CC(=CC1)[P](C=2C=CC=CC2)(C=3C=CC=CC3)[Pd]([P](C=4C=CC=CC4)(C=5C=CC=CC5)C=6C=CC=CC6)([P](C=7C=CC=CC7)(C=8C=CC=CC8)C=9C=CC=CC9)[P](C=1C=CC=CC1)(C=1C=CC=CC1)C=1C=CC=CC1 (tetrakis(triphenylphosphine)palladium(0)). Solvent: COCCOC (1,2-dimethoxyethane), O (water). Product: hydrochloride salt, N12C[C@@H](C(CC1)CC2)NC(=O)C=2OC(=CC2)C2=CC(=CC=C2)C(F)(F)F ((R)-N-(1-Azabicyclo[2.2.2]oct-3-yl)(5-(3-trifluoromethylphenyl)furan-2-carboxamide)). Reaction SMILES: [N:1]12[CH2:8][CH2:7][CH:4]([CH2:5][CH2:6]1)[C@@H:3]([NH:9][C:10]([C:12]1[O:13][C:14](Br)=[CH:15][CH:16]=1)=[O:11])[CH2:2]2.[F:18][C:19]([F:30])([F:29])[C:20]1[CH:21]=[C:22](B(O)O)[CH:23]=[CH:24][CH:25]=1.C(=O)([O-])[O-].[Na+].[Na+]>COCCOC.O.C1C=CC([P]([Pd]([P](C2C=CC=CC=2)(C2C=CC=CC=2)C2C=CC=CC=2)([P](C2C=CC=CC=2)(C2C=CC=CC=2)C2C=CC=CC=2)[P](C2C=CC=CC=2)(C2C=CC=CC=2)C2C=CC=CC=2)(C2C=CC=CC=2)C2C=CC=CC=2)=CC=1>[N:1]12[CH2:8][CH2:7][CH:4]([CH2:5][CH2:6]1)[C@@H:3]([NH:9][C:10]([C:12]1[O:13][C:14]([C:24]3[CH:23]=[CH:22][CH:21]=[C:20]([C:19]([F:30])([F:29])[F:18])[CH:25]=3)=[CH:15][CH:16]=1)=[O:11])[CH2:2]2 |f:2.3.4,^1:47,49,68,87|. Procedure: Prepared by a method analogous to that described in Example 1 from (R)-N-(1-azabicyclo[2.2.2]oct-3-yl)(5-bromofuran-2-carboxamide) and 3-trifluoromethylphenylboronic acid, using tetrakis(triphenylphosphine)palladium(0) and sodium carbonate in a mixture of 1,2-dimethoxyethane and water. The compound was purified by reverse phase HPLC on a Waters Bondapak® C18 column using a gradient of acetonitrile and 0.1% aqueous trifluoroacetic acid as the eluent. The product-containing fractions were then eva...